This data is from the Open Reaction Database (ORD), a public repository of structured organic reaction records. The task is: describe an organic reaction: reactants, conditions, products, and yield Reactants: S1C=CC2=C1C=CCC2OS(=O)(=O)C(F)(F)F (trifluoromethanesulfonic acid 4,5-dihydro-1-benzothiophene-4-yl ester), C(=O)([O-])[O-].[Na+].[Na+] (Na2CO3), 4-methoxyboronic acid, COCCOC (ethylene glycol dimethyl ether). The reagents and catalysts are C=1C=CC(=CC1)[P](C=2C=CC=CC2)(C=3C=CC=CC3)[Pd]([P](C=4C=CC=CC4)(C=5C=CC=CC5)C=6C=CC=CC6)([P](C=7C=CC=CC7)(C=8C=CC=CC8)C=9C=CC=CC9)[P](C=1C=CC=CC1)(C=1C=CC=CC1)C=1C=CC=CC1 (Pd(PPh3)4). The solvent is CCOC(=O)C (EtOAc). Product: COC1=CC=C(C=C1)C1=CC=CC2=C1C=CS2 (4-(4-Methoxyphenyl)-1-benzothiophene). As a reaction SMILES: [S:1]1[C:5]2[CH:6]=[CH:7][CH2:8][CH:9](OS(C(F)(F)F)(=O)=O)[C:4]=2[CH:3]=[CH:2]1.C([O-])([O-])=O.[Na+].[Na+].CO[CH2:26][CH2:27][O:28][CH3:29]>CCOC(C)=O.C1C=CC([P]([Pd]([P](C2C=CC=CC=2)(C2C=CC=CC=2)C2C=CC=CC=2)([P](C2C=CC=CC=2)(C2C=CC=CC=2)C2C=CC=CC=2)[P](C2C=CC=CC=2)(C2C=CC=CC=2)C2C=CC=CC=2)(C2C=CC=CC=2)C2C=CC=CC=2)=CC=1>[CH3:29][O:28][C:27]1[CH:5]=[CH:4][C:3]([C:9]2[C:4]3[CH:3]=[CH:2][S:1][C:5]=3[CH:6]=[CH:7][CH:8]=2)=[CH:2][CH:26]=1 |f:1.2.3,^1:39,41,60,79|. Procedure details: A mixture of trifluoromethanesulfonic acid 4,5-dihydro-1-benzothiophene-4-yl ester (9.0 g, 31.7 mmol), Na2CO3 (39.6 ml 2 N aqueous, 79.2 mmol), Pd(PPh3)4 (1.83 g, 1.6 mmol), 4-methoxyboronic acid (5.78 mg, 38.03 mmol), and ethylene glycol dimethyl ether (350 ml) was heated to reflux for 6 h. The reaction was cooled, diluted with EtOAc and the layers separated. The organic layer was dried over anhydrous Na2SO4, passed through a silica plug and concentrated to 5.0 g solid (1.44:1 ratio of desired ... Starting materials: [OH-].[Na+] (Sodium hydroxide), [OH-].[Na+] (Sodium hydroxide), Cl.NO (hydroxylamine hydrochloride), C1CC2CC(=O)CC1N2.Cl (Nortropinone hydrochloride), C(C1=CC=CC=C1)Cl (benzyl chloride). The solvent is O (water), O1CCCC1 (tetrahydrofuran), O (water), CCCCCC (n-hexane). Yields the product C(C1=CC=CC=C1)N1C2CC(CC1CC2)=NO (8-benzyl-8-azabicyclo[3.2.1]octan-3-one oxime). Yield: 94.0%. RXN SMILES: [OH-:1].[Na+].[CH2:3]1[CH:10]2[NH:11][CH:5]([CH2:6][C:7]([CH2:9]2)=O)[CH2:4]1.Cl.[CH2:13](Cl)[C:14]1[CH:19]=[CH:18][CH:17]=[CH:16][CH:15]=1.Cl.[NH2:22]O>CCCCCC.O.O1CCCC1>[CH2:13]([N:11]1[CH:5]2[CH2:4][CH2:3][CH:10]1[CH2:9][C:7](=[N:22][OH:1])[CH2:6]2)[C:14]1[CH:19]=[CH:18][CH:17]=[CH:16][CH:15]=1 |f:0.1,2.3,5.6|. Reported procedure: Sodium hydroxide (74 gm) was added to water (150 ml) at reflux under stirring. Nortropinone hydrochloride (100 gm) was added to the solution and stirred for 20 minutes, and then added benzyl chloride (94 gm) and tetrahydrofuran (300 ml). The contents were heated to reflux and maintained for 15 hours at reflux. The contents were cooled to room temperature and then added hydroxylamine hydrochloride (72 gm) at room temperature. The contents were maintained for 3 hours at room temperature and then a... Starting materials: Br.FC1=C(OC2=CC=NC3=CC(=C(C=C23)OC)O)C=CC(=C1)[N+](=O)[O-] (4-(2-fluoro-4-nitrophenoxy)-6-methoxyquinolin-7-ol HBr salt), K2SO3, CS(=O)(=O)OCC1CCN(CC1)C(=O)OC(C)(C)C (tert-butyl 4-((methylsulfonyloxy)methyl)piperidine-1-carboxylate). Solvent: CN(C)C=O (DMF). Run at temperature 82.5 celsius. Procedure details: To a mixture of 4-(2-fluoro-4-nitrophenoxy)-6-methoxyquinolin-7-ol HBr salt (1.0 g, 2.4 mmol) and K2SO3 (2.5 g) in DMF (15 mL) at rt was added tert-butyl 4-((methylsulfonyloxy)methyl)piperidine-1-carboxylate (1.0 g, 3.4 mmol, and the reaction mixture was heated at 80-85° C. for 4 h. This mixture was directly purified by flash column chromatography on silica gel eluting with hexane:EtOAc/600:400, and then 300:700 to obtain the desired product (786 mg, 62%) as a glassy solid material. 1H NMR (CDCl... The yield is 62.0%. Yields the product FC1=C(OC2=CC=NC3=CC(=C(C=C23)OC)OCC2CCN(CC2)C(=O)OC(C)(C)C)C=CC(=C1)[N+](=O)[O-] (tert-Butyl 4-((4-(2-fluoro-4-nitrophenoxy)-6-methoxyquinolin-7-yloxy)methyl)piperidine-1-carboxylate). RXN SMILES: Br.[F:2][C:3]1[CH:22]=[C:21]([N+:23]([O-:25])=[O:24])[CH:20]=[CH:19][C:4]=1[O:5][C:6]1[C:15]2[C:10](=[CH:11][C:12]([OH:18])=[C:13]([O:16][CH3:17])[CH:14]=2)[N:9]=[CH:8][CH:7]=1.CS(O[CH2:31][CH:32]1[CH2:37][CH2:36][N:35]([C:38]([O:40][C:41]([CH3:44])([CH3:43])[CH3:42])=[O:39])[CH2:34][CH2:33]1)(=O)=O>CN(C=O)C>[F:2][C:3]1[CH:22]=[C:21]([N+:23]([O-:25])=[O:24])[CH:20]=[CH:19][C:4]=1[O:5][C:6]1[C:15]2[C:10](=[CH:11][C:12]([O:18][CH2:31][CH:32]3[CH2:37][CH2:36][N:35]([C:38]([O:40][C:41]([CH3:42])([CH3:44])[CH3:43])=[O:39])[CH2:34][CH2:33]3)=[C:13]([O:16][CH3:17])[CH:14]=2)[N:9]=[CH:8][CH:7]=1 |f:0.1|. The reactants are ClC1=C(C(=NC(=N1)N1CCOCC1)NS(=O)(=O)CCC1=CC=CC=C1)OC1=CC(=CC=C1)OC (2-phenyl-ethanesulfonic acid [6-chloro-5-(3-methoxy-phenoxy)-2-morpholin-4-yl-pyrimidin-4-yl]-amide), C(CO)O (ethylene glycol), K-tert.-butylate. The solvent is C(CC(O)(C(=O)O)CC(=O)O)(=O)O (citric acid). Reaction conditions: temperature 100 celsius, time 12 day. Product: OCCOC1=C(C(=NC(=N1)N1CCOCC1)NS(=O)(=O)CCC1=CC=CC=C1)OC1=CC(=CC=C1)OC (2phenyl-ethanesulfonic acid [6-(2-hydroxy-ethoxy)-5-(3-methoxy-phenoxy)-2-morpholin-4-yl-pyrimidin-4-yl]-amide). Reaction SMILES: Cl[C:2]1[N:7]=[C:6]([N:8]2[CH2:13][CH2:12][O:11][CH2:10][CH2:9]2)[N:5]=[C:4]([NH:14][S:15]([CH2:18][CH2:19][C:20]2[CH:25]=[CH:24][CH:23]=[CH:22][CH:21]=2)(=[O:17])=[O:16])[C:3]=1[O:26][C:27]1[CH:32]=[CH:31][CH:30]=[C:29]([O:33][CH3:34])[CH:28]=1.[CH2:35]([OH:38])[CH2:36][OH:37]>C(O)(=O)CC(CC(O)=O)(C(O)=O)O>[OH:37][CH2:36][CH2:35][O:38][C:2]1[N:7]=[C:6]([N:8]2[CH2:13][CH2:12][O:11][CH2:10][CH2:9]2)[N:5]=[C:4]([NH:14][S:15]([CH2:18][CH2:19][C:20]2[CH:25]=[CH:24][CH:23]=[CH:22][CH:21]=2)(=[O:17])=[O:16])[C:3]=1[O:26][C:27]1[CH:32]=[CH:31][CH:30]=[C:29]([O:33][CH3:34])[CH:28]=1. Procedure details: A suspension of 2-phenyl-ethanesulfonic acid [6-chloro-5-(3-methoxy-phenoxy)-2-morpholin-4-yl-pyrimidin-4-yl]-amide (1.27 g) in ethylene glycol (12 ml) was treated with K-tert.-butylate (2.82 g). The resulting solution was stirred at 100° C. for 12 d. The solution was cooled to rt, diluted with 10% aq. citric acid (150 ml) and extracted twice with EA (150 ml). The organic phase was washed with water (50 ml) and evaporated. The crude product was purified by chromatography on silica gel eluting wi... Starting materials: BrCc1ccccc1, CC(=O)NC(Cc1cc(F)cc(F)c1)C(O)C1COC(C)(C)N1C(=O)OC(C)(C)C, [I-], [Na+], C1CCOC1. Yields the product CC(=O)NC(Cc1cc(F)cc(F)c1)C(OCc1ccccc1)C1COC(C)(C)N1C(=O)OC(C)(C)C. RXN SMILES: [Br:33][CH2:34][c:35]1[cH:36][cH:37][cH:38][cH:39][cH:40]1.[C:1]([CH3:2])([CH3:3])([CH3:4])[O:5][C:6](=[O:7])[N:8]1[C:9]([CH3:29])([CH3:30])[O:10][CH2:11][CH:12]1[CH:13]([CH:14]([CH2:15][c:16]1[cH:17][c:18]([F:23])[cH:19][c:20]([F:22])[cH:21]1)[NH:24][C:25]([CH3:26])=[O:27])[OH:28].[I-:32].[Na+:31].[O:41]1[CH2:42][CH2:43][CH2:44][CH2:45]1>>[C:1]([CH3:2])([CH3:3])([CH3:4])[O:5][C:6](=[O:7])[N:8]1[C:9]([CH3:29])([CH3:30])[O:10][CH2:11][CH:12]1[CH:13]([CH:14]([CH2:15][c:16]1[cH:17][c:18]([F:23])[cH:19][c:20]([F:22])[cH:21]1)[NH:24][C:25]([CH3:26])=[O:27])[O:28][CH2:34][c:35]1[cH:36][cH:37][cH:38][cH:39][cH:40]1. The reactants are CS(C)=O, N#C[Cu], CCOC(=O)c1ccc(O)c(I)c1. Product: CCOC(=O)c1ccc(O)c(C#N)c1. RXN SMILES: [CH3:17][S:18]([CH3:19])=[O:20].[Cu:14][C:15]#[N:16].[OH:1][c:2]1[c:3]([I:13])[cH:4][c:5]([C:6](=[O:7])[O:8][CH2:9][CH3:10])[cH:11][cH:12]1>>[OH:1][c:2]1[c:3]([C:15]#[N:16])[cH:4][c:5]([C:6](=[O:7])[O:8][CH2:9][CH3:10])[cH:11][cH:12]1. Starting materials: COC1=CC2=C(CC3CCCCC2(C3=O)C)C=C1 (6,7,8,9,10,11-hexahydro-3-methoxy-5-methyl- 5,10-methano-5H-benzocyclononen-12-one), ClCCCCC1(C(CCC2=C(C=CC=C12)OC)=O)C (1-(4-chlorobutyl)-1-methyl-5-methoxy-2-tetralone). Yields the product COC1=CC=CC2=C1CC1CCCCC2(C1=O)C (6,7,8,9,10,11-Hexahydro-1-Methoxy-5-Methyl-5,10-methano- 5H-Benzocyclononen-12-One). Reaction SMILES: COC1C=CC2CC3C(=O)C(C)(C=2C=1)CCCC3.Cl[CH2:20][CH2:21][CH2:22][CH2:23][C:24]1([CH3:37])[C:33]2[C:28](=[C:29]([O:34][CH3:35])[CH:30]=[CH:31][CH:32]=2)[CH2:27][CH2:26][C:25]1=[O:36]>>[CH3:35][O:34][C:29]1[C:28]2[CH2:27][CH:26]3[C:25](=[O:36])[C:24]([CH3:37])([C:33]=2[CH:32]=[CH:31][CH:30]=1)[CH2:23][CH2:22][CH2:21][CH2:20]3. Procedure: Using a procedure analogous to that described in Example X for the preparation of 6,7,8,9,10,11-hexahydro-3-methoxy-5-methyl- 5,10-methano-5H-benzocyclononen-12-one, there is obtained from 40.5 g. of 1-(4-chlorobutyl)-1-methyl-5-methoxy-2-tetralone, 21.5 g. of the title product, b.p. 130° to 135° C. (0.3 mm.).